This data is from the Open Reaction Database (ORD), a public repository of structured organic reaction records. The task is: describe an organic reaction: reactants, conditions, products, and yield Reactants: C(C)(=O)C1=C(C=CC=C1)CCC(C1=CC(=CC=C1)COC1OCCCC1)SCC(C(=O)OCC)C (Ethyl 3-((3-(2-acetylphenyl)-1-(3-((2-tetrahydropyranyloxy)methyl)phenyl)propyl)thio)-2-methylpropanoate), [OH-].[Na+] (NaOH), NH4OAc. Run in CO.C1CCOC1 (MeOH THF). Conditions: time 24 hour. The product is C(C)(=O)C1=C(C=CC=C1)CCC(C1=CC(=CC=C1)COC1OCCCC1)SCC(C(=O)O)C (3-((3-(2-acetylphenyl)-1-(3-((2-tetrahydropyranyloxy)methyl)phenyl)propyl)thio)-2-methylpropanoic acid). As a reaction SMILES: [C:1]([C:4]1[CH:9]=[CH:8][CH:7]=[CH:6][C:5]=1[CH2:10][CH2:11][CH:12]([S:27][CH2:28][CH:29]([CH3:35])[C:30]([O:32]CC)=[O:31])[C:13]1[CH:18]=[CH:17][CH:16]=[C:15]([CH2:19][O:20][CH:21]2[CH2:26][CH2:25][CH2:24][CH2:23][O:22]2)[CH:14]=1)(=[O:3])[CH3:2].[OH-].[Na+]>CO.C1COCC1>[C:1]([C:4]1[CH:9]=[CH:8][CH:7]=[CH:6][C:5]=1[CH2:10][CH2:11][CH:12]([S:27][CH2:28][CH:29]([CH3:35])[C:30]([OH:32])=[O:31])[C:13]1[CH:18]=[CH:17][CH:16]=[C:15]([CH2:19][O:20][CH:21]2[CH2:26][CH2:25][CH2:24][CH2:23][O:22]2)[CH:14]=1)(=[O:3])[CH3:2] |f:1.2,3.4|. Reported procedure: A mixture of the ester of Step 7 (6.67 mmol) and 1.0N NaOH (13 mL) in 55 mL of MeOH:THF 3:2 was stirred at r.t. for 24 hours. 25% Aq NH4OAc was then added and the mixture was acidified with HOAC. The title acid was extracted with EtOAc, dried over Na2SO4 and purified by flash chromatography on silica with acetone:toluene:HOAc. The reactants are C([O-])([O-])=O.[Li+].[Li+] (lithium carbonate), [Br-].[Li+] (lithium bromide), [N+](=O)([O-])C1=CC2=C(CCCC(C2=O)Br)C=C1 (3-nitro-6-bromo-6,7,8,9-tetrahydro [5H] benzocycloheptene-5-one), mixture, O (water). Solvent: CCOCC (ether), CN(C=O)C (dimethylformamide). Run at temperature 100 celsius, time 5 minute. The product is [N+](=O)([O-])C1=CC2=C(CCC=CC2=O)C=C1 (3-nitro-8,9-dihydro [5H] benzocycloheptene-5-one). Isolated yield 73.2%. Reaction SMILES: C(=O)([O-])[O-].[Li+].[Li+].[Br-].[Li+].[N+:9]([C:12]1[CH:24]=[CH:23][C:15]2[CH2:16][CH2:17][CH2:18][CH:19](Br)[C:20](=[O:21])[C:14]=2[CH:13]=1)([O-:11])=[O:10].O>CN(C)C=O.CCOCC>[N+:9]([C:12]1[CH:24]=[CH:23][C:15]2[CH2:16][CH2:17][CH:18]=[CH:19][C:20](=[O:21])[C:14]=2[CH:13]=1)([O-:11])=[O:10] |f:0.1.2,3.4|. Procedure details: A mixture of 548 g of lithium carbonate and 548 of lithium bromide in 5.480 liters of dimethylformamide was heated to 100° C. and 548 g of 3-nitro-6-bromo-6,7,8,9-tetrahydro [5H] benzocycloheptene-5-one were added thereto over 5 minutes. The mixture was held at 100° C. for 45 minutes and was then poured into 25 liters of a mixture of water and ice. The mixture was vacuum filterd and the insolubles were extracted 8 times with 1 liter of methylene chloride. The organic phase was washed with water,... Product: Cc1ccc(-c2cc(C(=O)NC(C)CN3CCOCC3)cc(-n3cnnn3)c2)cc1. Reactants: Cc1ccc(-c2cc(C(=O)O)cc(-n3cnnn3)c2)cc1, CCN=C=NCCCN(C)C, CN1CCCC1=O, CC(N)CN1CCOCC1, ClCCl, On1nnc2ccccc21. As a reaction SMILES: [CH3:12][c:13]1[cH:14][cH:15][c:16](-[c:19]2[cH:20][c:21]([C:30](=[O:31])[OH:32])[cH:22][c:23](-[n:25]3[n:26][n:27][n:28][cH:29]3)[cH:24]2)[cH:17][cH:18]1.[CH3:1][CH2:2][N:3]=[C:4]=[N:5][CH2:6][CH2:7][CH2:8][N:9]([CH3:10])[CH3:11].[CH3:43][N:44]1[CH2:45][CH2:46][CH2:47][C:48]1=[O:49].[CH3:50][CH:51]([CH2:52][N:53]1[CH2:54][CH2:55][O:56][CH2:57][CH2:58]1)[NH2:59].[Cl:60][CH2:61][Cl:62].[OH:33][n:34]1[c:35]2[c:36]([cH:37][cH:38][cH:39][cH:40]2)[n:41][n:42]1>>[CH3:12][c:13]1[cH:14][cH:15][c:16](-[c:19]2[cH:20][c:21]([C:30](=[O:31])[NH:59][CH:51]([CH3:50])[CH2:52][N:53]3[CH2:54][CH2:55][O:56][CH2:57][CH2:58]3)[cH:22][c:23](-[n:25]3[n:26][n:27][n:28][cH:29]3)[cH:24]2)[cH:17][cH:18]1.